This data is from the Open Reaction Database (ORD), a public repository of structured organic reaction records. The task is: describe an organic reaction: reactants, conditions, products, and yield Starting materials: BrC1=CN=C(C=2N1C=NN2)OC (5-bromo-8-methoxy-[1,2,4]triazolo[4,3-a]pyrazine), S1C(=CC=C1)B(O)O (thiophen-2-ylboronic acid), C(=O)([O-])[O-].[Cs+].[Cs+] (Cs2CO3), O1CCOCC1 (1,4-dioxane). Reagents/catalysts: C=1C=CC(=CC1)[P](C=2C=CC=CC2)(C=3C=CC=CC3)[Pd]([P](C=4C=CC=CC4)(C=5C=CC=CC5)C=6C=CC=CC6)([P](C=7C=CC=CC7)(C=8C=CC=CC8)C=9C=CC=CC9)[P](C=1C=CC=CC1)(C=1C=CC=CC1)C=1C=CC=CC1 (Pd(PPh3)4). Run in O (water). Run at temperature 100 celsius. The product is COC=1C=2N(C(=CN1)C=1SC=CC1)C=NN2 (8-Methoxy-5-(thiophen-2-yl)-[1,2,4]triazolo[4,3-a]pyrazine). Isolated yield 97.9%. Reaction SMILES: Br[C:2]1[N:7]2[CH:8]=[N:9][N:10]=[C:6]2[C:5]([O:11][CH3:12])=[N:4][CH:3]=1.[S:13]1[CH:17]=[CH:16][CH:15]=[C:14]1B(O)O.C([O-])([O-])=O.[Cs+].[Cs+].O1CCOCC1>C1C=CC([P]([Pd]([P](C2C=CC=CC=2)(C2C=CC=CC=2)C2C=CC=CC=2)([P](C2C=CC=CC=2)(C2C=CC=CC=2)C2C=CC=CC=2)[P](C2C=CC=CC=2)(C2C=CC=CC=2)C2C=CC=CC=2)(C2C=CC=CC=2)C2C=CC=CC=2)=CC=1.O>[CH3:12][O:11][C:5]1[C:6]2[N:7]([CH:8]=[N:9][N:10]=2)[C:2]([C:14]2[S:13][CH:17]=[CH:16][CH:15]=2)=[CH:3][N:4]=1 |f:2.3.4,^1:36,38,57,76|. Reported procedure: A 50 mL round bottom flask was charged with 5-bromo-8-methoxy-[1,2,4]triazolo[4,3-a]pyrazine (0.25 g, 1.1 mmol), thiophen-2-ylboronic acid (280 mg, 2.2 mmol), Pd(PPh3)4 (190 mg, 0.16 mmol), Cs2CO3 (530 mg, 1.6 mmol), 1,4-dioxane (11 mL) and water (4 mL). The resulting mixture was heated under N2 at 100° C. overnight. Work-up: the reaction mixture was filtered. The filter cake was washed with EtOAc (10 mL) and the filtrate was extracted with more EtOAc (10 mL×3). The combined organic solutions we... The reactants are O=C([O-])[O-], CN1CCCC1=O, Clc1ncnc2ccccc12, [Cs+], [Cs+], Oc1ccc2nc(NC3CCCCC3O)sc2c1. The product is OC1CCCCC1Nc1nc2ccc(Oc3ncnc4ccccc34)cc2s1. RXN SMILES: [C:19](=[O:20])([O-:21])[O-:22].[CH3:36][N:37]1[CH2:38][CH2:39][CH2:40][C:41]1=[O:42].[Cl:25][c:26]1[n:27][cH:28][n:29][c:30]2[cH:31][cH:32][cH:33][cH:34][c:35]12.[Cs+:23].[Cs+:24].[OH:1][CH:2]1[CH:3]([NH:8][c:9]2[s:10][c:11]3[c:12]([n:13]2)[cH:14][cH:15][c:16]([OH:18])[cH:17]3)[CH2:4][CH2:5][CH2:6][CH2:7]1>>[OH:1][CH:2]1[CH:3]([NH:8][c:9]2[s:10][c:11]3[c:12]([n:13]2)[cH:14][cH:15][c:16]([O:18][c:26]2[n:27][cH:28][n:29][c:30]4[cH:31][cH:32][cH:33][cH:34][c:35]24)[cH:17]3)[CH2:4][CH2:5][CH2:6][CH2:7]1. Reactants: CS(=O)O, O=c1cc(CCl)[nH]c(=O)[nH]1, [Na], CN(C)C=O. The product is CS(=O)(=O)Cc1cc(=O)[nH]c(=O)[nH]1. Reaction SMILES: [CH3:12][S:13](=[O:14])[OH:15].[Cl:1][CH2:2][c:3]1[cH:4][c:5](=[O:10])[nH:6][c:7](=[O:9])[nH:8]1.[Na:11].[O:16]=[CH:17][N:18]([CH3:19])[CH3:20]>>[CH2:2]([c:3]1[cH:4][c:5](=[O:10])[nH:6][c:7](=[O:9])[nH:8]1)[S:13]([CH3:12])(=[O:14])=[O:15]. The reactants are COC(=O)Cc1cc(F)cc(Br)c1, C1CCOC1, C[Si](C)(C)[N-][Si](C)(C)C, CS(=O)(=O)Cl, CN(C)c1ccncc1, N#Cc1cccc(C(c2ccc(Cl)cc2)N2CC(=O)C2)c1, [Li+], O. Yields the product COC(=O)C(=C1CN(C(c2ccc(Cl)cc2)c2cccc(C#N)c2)C1)c1cc(F)cc(Br)c1. Reaction SMILES: [Br:1][c:2]1[cH:3][c:4]([CH2:9][C:10](=[O:11])[O:12][CH3:13])[cH:5][c:6]([F:8])[cH:7]1.[CH2:50]1[O:51][CH2:52][CH2:53][CH2:54]1.[CH3:15][Si:16]([N-:17][Si:18]([CH3:19])([CH3:20])[CH3:21])([CH3:22])[CH3:23].[CH3:45][S:46](=[O:47])(=[O:48])[Cl:49].[CH3:55][N:56]([c:57]1[cH:58][cH:59][n:60][cH:61][cH:62]1)[CH3:63].[Cl:24][c:25]1[cH:26][cH:27][c:28]([CH:31]([c:32]2[cH:33][c:34]([C:35]#[N:36])[cH:37][cH:38][cH:39]2)[N:40]2[CH2:41][C:42](=[O:44])[CH2:43]2)[cH:29][cH:30]1.[Li+:14].[OH2:64]>>[Br:1][c:2]1[cH:3][c:4]([C:9]([C:10](=[O:11])[O:12][CH3:13])=[C:42]2[CH2:41][N:40]([CH:31]([c:28]3[cH:27][cH:26][c:25]([Cl:24])[cH:30][cH:29]3)[c:32]3[cH:33][c:34]([C:35]#[N:36])[cH:37][cH:38][cH:39]3)[CH2:43]2)[cH:5][c:6]([F:8])[cH:7]1. Starting materials: CC(C)=O, CC(C)(Cc1ccccc1)C(=O)C=CCl, [I-], [Na+]. Yields the product CC(C)(Cc1ccccc1)C(=O)C=CI. RXN SMILES: [CH3:18][C:19](=[O:20])[CH3:21].[Cl:1][CH:2]=[CH:3][C:4]([C:5]([CH2:6][c:7]1[cH:8][cH:9][cH:10][cH:11][cH:12]1)([CH3:13])[CH3:14])=[O:15].[I-:17].[Na+:16]>>[CH:2](=[CH:3][C:4]([C:5]([CH2:6][c:7]1[cH:8][cH:9][cH:10][cH:11][cH:12]1)([CH3:13])[CH3:14])=[O:15])[I:17]. The reactants are COC1c2ccccc2C2CN(Cc3ccccc3)CC21, CO, Cl. The product is Cl, COC1c2ccccc2C2CNCC21. RXN SMILES: [CH2:2]([c:3]1[cH:4][cH:5][cH:6][cH:7][cH:8]1)[N:9]1[CH2:10][CH:11]2[CH:12]([CH2:13]1)[CH:14]([O:21][CH3:22])[c:15]1[cH:16][cH:17][cH:18][cH:19][c:20]12.[CH3:23][OH:24].[ClH:1]>>[ClH:1].[NH:9]1[CH2:10][CH:11]2[CH:12]([CH2:13]1)[CH:14]([O:21][CH3:22])[c:15]1[cH:16][cH:17][cH:18][cH:19][c:20]12.